From a dataset of the Open Reaction Database (ORD), a public repository of structured organic reaction records. describe an organic reaction: reactants, conditions, products, and yield The reactants are CCOc1cc(C(C)(C)C)ncc1C1=NC(C)(c2ccc(Cl)cc2)C(C)(c2ccc(Cl)cc2)N1C(=O)N1CCC(CC(=O)O)CC1, CC(N)C(C)(C)C. Product: CCOc1cc(C(C)(C)C)ncc1C1=NC(C)(c2ccc(Cl)cc2)C(C)(c2ccc(Cl)cc2)N1C(=O)N1CCC(CC(=O)NC(C)C(C)(C)C)CC1. RXN SMILES: [C:1]([CH3:2])([CH3:3])([CH3:4])[c:5]1[cH:6][c:7]([O:44][CH2:45][CH3:46])[c:8]([C:11]2=[N:15][C:14]([CH3:16])([c:17]3[cH:18][cH:19][c:20]([Cl:23])[cH:21][cH:22]3)[C:13]([CH3:24])([c:25]3[cH:26][cH:27][c:28]([Cl:31])[cH:29][cH:30]3)[N:12]2[C:32](=[O:33])[N:34]2[CH2:35][CH2:36][CH:37]([CH2:40][C:41](=[O:42])[OH:43])[CH2:38][CH2:39]2)[cH:9][n:10]1.[CH3:47][C:48]([CH:49]([CH3:50])[NH2:51])([CH3:52])[CH3:53]>>[C:1]([CH3:2])([CH3:3])([CH3:4])[c:5]1[cH:6][c:7]([O:44][CH2:45][CH3:46])[c:8]([C:11]2=[N:15][C:14]([CH3:16])([c:17]3[cH:18][cH:19][c:20]([Cl:23])[cH:21][cH:22]3)[C:13]([CH3:24])([c:25]3[cH:26][cH:27][c:28]([Cl:31])[cH:29][cH:30]3)[N:12]2[C:32](=[O:33])[N:34]2[CH2:35][CH2:36][CH:37]([CH2:40][C:41](=[O:43])[NH:51][CH:49]([C:48]([CH3:47])([CH3:52])[CH3:53])[CH3:50])[CH2:38][CH2:39]2)[cH:9][n:10]1. Reactants: ClC1=C(C(=O)NC(=O)N(NC(=O)OC(C)(C)C)C2=CC(=C(C=C2)C(=O)OC)OC)C(=CC=C1)C (tert-butyl 2-((2-chloro-6-methylbenzoyl)carbamoyl)-2-(3-methoxy-4-(methoxycarbonyl)phenyl)hydrazinecarboxylate), C(=O)(C(F)(F)F)O (TFA). Run in C(Cl)Cl (DCM). The product is ClC1=C(C(=CC=C1)C)C1=NN(C(N1)=O)C1=CC(=C(C(=O)OC)C=C1)OC (methyl 4-(3-(2-chloro-6-methylphenyl)-5-oxo-4,5-dihydro-1H-1,2,4-triazol-1-yl)-2-methoxybenzoate). Yield: 46.1%. RXN SMILES: [Cl:1][C:2]1[CH:33]=[CH:32][CH:31]=[C:30]([CH3:34])[C:3]=1[C:4]([NH:6][C:7]([N:9]([C:18]1[CH:23]=[CH:22][C:21]([C:24]([O:26][CH3:27])=[O:25])=[C:20]([O:28][CH3:29])[CH:19]=1)[NH:10]C(OC(C)(C)C)=O)=[O:8])=O.C(O)(C(F)(F)F)=O>C(Cl)Cl>[Cl:1][C:2]1[CH:33]=[CH:32][CH:31]=[C:30]([CH3:34])[C:3]=1[C:4]1[NH:6][C:7](=[O:8])[N:9]([C:18]2[CH:23]=[CH:22][C:21]([C:24]([O:26][CH3:27])=[O:25])=[C:20]([O:28][CH3:29])[CH:19]=2)[N:10]=1. Procedure details: The title compound was prepared according to the procedure described in step-2 of Intermediate-9 by using tert-butyl 2-((2-chloro-6-methylbenzoyl)carbamoyl)-2-(3-methoxy-4-(methoxycarbonyl)phenyl)hydrazinecarboxylate (2.0 g), TFA (5 mL) and DCM (30 mL) to afford 0.700 g of the desired product. 1H NMR (300 MHz, DMSO d6): δ 2.31 (s, 3H), 3.78 (s, 3H), 3.84 (s, 3H), 7.40 (s, 1H), 7.49 (s, 2H), 7.64 (d, J=8.4 Hz, 1H), 7.75 (s, 1H), 7.81 (d, J=8.7 Hz, 1H), 12.54 (s, 1H); MS (m/z): 373.95 (M+H)+. Reactants: COc1ccccc1CNC(=O)c1cc2cc(CC(C)NCC(O[Si](C)(C)C(C)(C)C)c3ccc(O)c(CO)c3)ccc2[nH]1, CO, [F-], [NH4+], O. Product: COc1ccccc1CNC(=O)c1cc2cc(CC(C)NCC(O)c3ccc(O)c(CO)c3)ccc2[nH]1. Reaction SMILES: [C:1]([Si:2]([CH3:3])([CH3:4])[O:6][CH:7]([CH2:8][NH:9][CH:10]([CH2:11][c:12]1[cH:13][c:14]2[cH:15][c:16]([C:21](=[O:22])[NH:23][CH2:24][c:25]3[c:26]([O:31][CH3:32])[cH:27][cH:28][cH:29][cH:30]3)[nH:17][c:18]2[cH:19][cH:20]1)[CH3:33])[c:34]1[cH:35][c:36]([CH2:41][OH:42])[c:37]([OH:40])[cH:38][cH:39]1)([CH3:5])([CH3:43])[CH3:44].[CH3:47][OH:48].[F-:45].[NH4+:46].[OH2:49]>>[OH:6][CH:7]([CH2:8][NH:9][CH:10]([CH2:11][c:12]1[cH:13][c:14]2[cH:15][c:16]([C:21](=[O:22])[NH:23][CH2:24][c:25]3[c:26]([O:31][CH3:32])[cH:27][cH:28][cH:29][cH:30]3)[nH:17][c:18]2[cH:19][cH:20]1)[CH3:33])[c:34]1[cH:35][c:36]([CH2:41][OH:42])[c:37]([OH:40])[cH:38][cH:39]1. Starting materials: CC(O)(CSc1ccccc1Cc1ccccc1)C(=O)Nc1ccc(C#N)c(C(F)(F)F)c1, ClCCl, O=C(OC(=O)C(F)(F)F)C(F)(F)F, O, OO. Product: CC(O)(CS(=O)(=O)c1ccccc1Cc1ccccc1)C(=O)Nc1ccc(C#N)c(C(F)(F)F)c1. RXN SMILES: [CH2:1]([c:2]1[cH:3][cH:4][cH:5][cH:6][cH:7]1)[c:8]1[c:9]([S:14][CH2:15][C:16]([C:17](=[O:18])[NH:19][c:20]2[cH:21][c:22]([C:28]([F:29])([F:30])[F:31])[c:23]([C:26]#[N:27])[cH:24][cH:25]2)([CH3:32])[OH:33])[cH:10][cH:11][cH:12][cH:13]1.[Cl:50][CH2:51][Cl:52].[F:36][C:37]([F:38])([F:40])[C:41](=[O:39])[O:42][C:43](=[O:44])[C:45]([F:46])([F:47])[F:48].[OH2:49].[OH:34][OH:35]>>[CH2:1]([c:2]1[cH:3][cH:4][cH:5][cH:6][cH:7]1)[c:8]1[c:9]([S:14]([CH2:15][C:16]([C:17](=[O:18])[NH:19][c:20]2[cH:21][c:22]([C:28]([F:29])([F:30])[F:31])[c:23]([C:26]#[N:27])[cH:24][cH:25]2)([CH3:32])[OH:33])(=[O:39])=[O:49])[cH:10][cH:11][cH:12][cH:13]1. The reactants are O=C([O-])[O-], CN(C)C=O, CCOC(C)=O, COC(=O)c1cccc(F)c1S(C)(=O)=O, [K+], [K+], O, Sc1ccccc1. The product is COC(=O)c1cccc(Sc2ccccc2)c1S(C)(=O)=O. As a reaction SMILES: [C:16](=[O:17])([O-:18])[O-:19].[CH3:30][N:31]([CH3:32])[CH:33]=[O:34].[CH3:35][CH2:36][O:37][C:38](=[O:39])[CH3:40].[F:1][c:2]1[c:3]([S:12](=[O:13])(=[O:14])[CH3:15])[c:4]([C:5](=[O:6])[O:7][CH3:8])[cH:9][cH:10][cH:11]1.[K+:20].[K+:21].[OH2:29].[SH:22][c:23]1[cH:24][cH:25][cH:26][cH:27][cH:28]1>>[c:2]1([S:22][c:23]2[cH:24][cH:25][cH:26][cH:27][cH:28]2)[c:3]([S:12](=[O:13])(=[O:14])[CH3:15])[c:4]([C:5](=[O:6])[O:7][CH3:8])[cH:9][cH:10][cH:11]1.